This data is from the Open Reaction Database (ORD), a public repository of structured organic reaction records. The task is: describe an organic reaction: reactants, conditions, products, and yield Starting materials: [BH4-].[Na+] (Sodium borohydride), NC1=C2C(=NC=N1)N(N=C2C2=CC=C(C=C2)OC2=CC=CC=C2)C2=CC=C(C=O)C=C2 (4-[4-amino-3-(4-phenoxyphenyl)-1H-pyrazolo[3,4-d]pyrimidin-1-yl]benzaldehyde), C1CCOC1 (THF), [BH4-].[Na+] (sodium borohydride). Run in CO (methanol). Run at time 16 hour. Yields the product NC1=C2C(=NC=N1)N(N=C2C2=CC=C(C=C2)OC2=CC=CC=C2)C2=CC=C(C=C2)CO ({4-[4-amino-3-(4-phenoxyphenyl)-1H-pyrazolo[3,4-d]pyrimidin-1-yl]phenyl}methanol). Yield: 35.9%. Reaction SMILES: [BH4-].[Na+].[NH2:3][C:4]1[N:9]=[CH:8][N:7]=[C:6]2[N:10]([C:26]3[CH:33]=[CH:32][C:29]([CH:30]=[O:31])=[CH:28][CH:27]=3)[N:11]=[C:12]([C:13]3[CH:18]=[CH:17][C:16]([O:19][C:20]4[CH:25]=[CH:24][CH:23]=[CH:22][CH:21]=4)=[CH:15][CH:14]=3)[C:5]=12.C1COCC1>CO>[NH2:3][C:4]1[N:9]=[CH:8][N:7]=[C:6]2[N:10]([C:26]3[CH:27]=[CH:28][C:29]([CH2:30][OH:31])=[CH:32][CH:33]=3)[N:11]=[C:12]([C:13]3[CH:14]=[CH:15][C:16]([O:19][C:20]4[CH:25]=[CH:24][CH:23]=[CH:22][CH:21]=4)=[CH:17][CH:18]=3)[C:5]=12 |f:0.1|. Procedure details: Sodium borohydride (19 mg, 0.491 mmol) was added to a solution of 4-[4-amino-3-(4-phenoxyphenyl)-1H-pyrazolo[3,4-d]pyrimidin-1-yl]benzaldehyde (100 mg, 0.245 mmol) in methanol (2 mL). After 16 hours, THF (1 mL) and more sodium borohydride (19 mg, 0.491 mmol) was added. 5 hours later, the solvent was removed and water was added. The aqueous layer was extracted with dichloromathane. The combined organic layer was washed with brine, dried over MgSO4, filtered and evaporated. The residue was purifie... Procedure: A mixture of 2,6-dibromopyrazine (3.431 mmol; 816.1 mg), (4-methoxyphenyl)methanamine (3.431 mmol; 470.6 mg; 0.4452 mL), and N-Methylmorpholine (8.577 mmol; 876 mg; 0.952 mL) in 1-methyl-2-pyrrolidinone (10 mL) in a sealed pressure vial was heated at 100° C. overnight. The mixture was poured into water, and extracted with EtOAc. The organic layer was concentrated. The residue was purified on silica eluted with 0 to 100% EtOAc in DCM to afford 6-bromo-N-[(4-methoxyphenyl)methyl]pyrazin-2-amine (7... RXN SMILES: Br[C:2]1[CH:7]=[N:6][CH:5]=[C:4]([Br:8])[N:3]=1.[CH3:9][O:10][C:11]1[CH:16]=[CH:15][C:14]([CH2:17][NH2:18])=[CH:13][CH:12]=1.CN1CCOCC1.O>CN1CCCC1=O>[Br:8][C:4]1[N:3]=[C:2]([NH:18][CH2:17][C:14]2[CH:15]=[CH:16][C:11]([O:10][CH3:9])=[CH:12][CH:13]=2)[CH:7]=[N:6][CH:5]=1. Product: BrC1=CN=CC(=N1)NCC1=CC=C(C=C1)OC (6-bromo-N-[(4-methoxyphenyl)methyl]pyrazin-2-amine). Run in CN1C(CCC1)=O (1-methyl-2-pyrrolidinone). The reactants are O (water), BrC1=NC(=CN=C1)Br (2,6-dibromopyrazine), COC1=CC=C(C=C1)CN ((4-methoxyphenyl)methanamine), CN1CCOCC1 (N-Methylmorpholine). Yield: 76.2%. Conditions: temperature 100 celsius.